This data is from the Open Reaction Database (ORD), a public repository of structured organic reaction records. The task is: describe an organic reaction: reactants, conditions, products, and yield Starting materials: COc1nc(Cl)nc(OC)c1[N+](=O)[O-], Cl, FC(F)(F)c1ccc2c(c1)CCNC2, C1CCC2=NCCCN2CC1, CN(C)C=O. Product: COc1nc(N2CCc3cc(C(F)(F)F)ccc3C2)nc(OC)c1[N+](=O)[O-]. As a reaction SMILES: [Cl:12][c:13]1[n:14][c:15]([O:24][CH3:25])[c:16]([N+:21](=[O:22])[O-:23])[c:17]([O:19][CH3:20])[n:18]1.[ClH:26].[F:27][C:28]([c:29]1[cH:30][c:31]2[c:36]([cH:37][cH:38]1)[CH2:35][NH:34][CH2:33][CH2:32]2)([F:39])[F:40].[N:1]12[CH2:2][CH2:3][CH2:4][N:5]=[C:6]1[CH2:7][CH2:8][CH2:9][CH2:10][CH2:11]2.[O:41]=[CH:42][N:43]([CH3:44])[CH3:45]>>[c:13]1([N:34]2[CH2:33][CH2:32][c:31]3[cH:30][c:29]([C:28]([F:27])([F:39])[F:40])[cH:38][cH:37][c:36]3[CH2:35]2)[n:14][c:15]([O:24][CH3:25])[c:16]([N+:21](=[O:22])[O-:23])[c:17]([O:19][CH3:20])[n:18]1. Starting materials: ice water, C(=O)(OCC)C=1NC(=C(C1O)C)C (2-carboethoxy-3-hydroxy-4,5-dimethylpyrrole), C(Br)C1CO1 (epibromohydrin), C([O-])([O-])=O.[K+].[K+] (potassium carbonate). Solvent: CC(=O)C (acetone). Yields the product C(=O)(OCC)C=1NC(=C(C1OCC1CO1)C)C (1-(2-carboethoxy-4,5-dimethyl-pyrrol-3-oxy)-2,3-epoxypropane). Isolated yield 93.4%. RXN SMILES: [C:1]([C:6]1[NH:7][C:8]([CH3:13])=[C:9]([CH3:12])[C:10]=1[OH:11])([O:3][CH2:4][CH3:5])=[O:2].[CH2:14]([CH:16]1[O:18][CH2:17]1)Br.C(=O)([O-])[O-].[K+].[K+]>CC(C)=O>[C:1]([C:6]1[NH:7][C:8]([CH3:13])=[C:9]([CH3:12])[C:10]=1[O:11][CH2:14][CH:16]1[O:18][CH2:17]1)([O:3][CH2:4][CH3:5])=[O:2] |f:2.3.4|. Reported procedure: 100 g of 2-carboethoxy-3-hydroxy-4,5-dimethylpyrrole, 150 g of epibromohydrin and 152 g of dry potassium carbonate in 500 ml of acetone are refluxed for 16 hours. When it has cooled, the entire reaction mixture is poured into 3 liters of ice water, the batch is extracted with ether and the combined extracts are washed with 2 N sodium hydroxide solution and water and dried over sodium sulfate. The evaporation residue which remains after distilling off the ether and the excess epibromohydrin is ex... Starting materials: COC1=C(C=CC=C1)C1C(CCCC1)=O (2-(2-Methoxy-phenyl)-cyclohexanone), BrBr (bromine). Run in C(Cl)(Cl)Cl (chloroform), C(Cl)(Cl)Cl (chloroform). Reaction conditions: time 3 hour. Product: BrC1C(C(CCC1)C1=C(C=CC=C1)OC)=O (2-Bromo-6-(2-methoxy-phenyl)-cyclohexanone). Isolated yield 64.1%. Reaction SMILES: [CH3:1][O:2][C:3]1[CH:8]=[CH:7][CH:6]=[CH:5][C:4]=1[CH:9]1[CH2:14][CH2:13][CH2:12][CH2:11][C:10]1=[O:15].[Br:16]Br>C(Cl)(Cl)Cl>[Br:16][CH:11]1[CH2:12][CH2:13][CH2:14][CH:9]([C:4]2[CH:5]=[CH:6][CH:7]=[CH:8][C:3]=2[O:2][CH3:1])[C:10]1=[O:15]. Reported procedure: 2-(2-Methoxy-phenyl)-cyclohexanone (51 mg, 0.27 mmol) was dissolved in chloroform (1 mL). To this solution bromine (45.4 mg, 0.28 mmol) in chloroform (0.5 mL) was added drop wise at room temperature. The reaction was stirred for 3 hours at room temperature and the solvent was removed under reduced pressure to yield the crude title compound (49 mg) which was used directly in the next step without further purification. Reactants: O (water), FC1=C(C=CC=C1)C(C)=O (2′-Fluoroacetophenone), OC1=C(C=C(C(=O)OC)C=C1)OC (methyl 4-hydroxy-3-methoxybenzoate), C([O-])([O-])=O.[K+].[K+] (potassium carbonate). Solvent: CN(C=O)C (dimethylformamide). Run at temperature 100 celsius, time 15 hour. Yields the product C(C)(=O)C1=C(OC2=C(C=C(C(=O)OC)C=C2)OC)C=CC=C1 (Methyl 4-(2-acetylphenoxy)-3-methoxybenzoate). Yield: 41.7%. As a reaction SMILES: F[C:2]1[CH:7]=[CH:6][CH:5]=[CH:4][C:3]=1[C:8](=[O:10])[CH3:9].[OH:11][C:12]1[CH:21]=[CH:20][C:15]([C:16]([O:18][CH3:19])=[O:17])=[CH:14][C:13]=1[O:22][CH3:23].C(=O)([O-])[O-].[K+].[K+].O>CN(C)C=O>[C:8]([C:3]1[CH:4]=[CH:5][CH:6]=[CH:7][C:2]=1[O:11][C:12]1[CH:21]=[CH:20][C:15]([C:16]([O:18][CH3:19])=[O:17])=[CH:14][C:13]=1[O:22][CH3:23])(=[O:10])[CH3:9] |f:2.3.4|. Procedure details: 2′-Fluoroacetophenone (1.38 g) and methyl 4-hydroxy-3-methoxybenzoate (1.82 g) were dissolved in dimethylformamide (10 ml), and potassium carbonate (1.45 g) was added. The mixture was stirred at 100° C. for 15 hrs. The reaction mixture was cooled to room temperature, and water was added. The mixture was extracted with ethyl acetate. The organic layer was washed successively with water and brine and dried over sodium sulfate. The obtained residue was purified by silica gel column chromatography (... Starting materials: C(C1=CC=CC=C1)OC(=O)N[C@H]1CC(=O)OC1=O (N-benzyloxycarbonyl-L-aspartic anhydride), O (water), S(=O)(=O)(O)O.COC([C@@H](N)CC1=CC=CC=C1)=O (L-phenylalanine methyl ester sulfate), C([O-])([O-])=O.[Na+].[Na+] (sodium carbonate). Solvent: C(C)(=O)O (acetic acid). Conditions: time 4 hour. Yields the product COC([C@@H](NC([C@@H](NC(=O)OCC1=CC=CC=C1)CC(O)=O)=O)CC1=CC=CC=C1)=O (N-benzyloxycarbonyl-α-L-aspartyl-L-phenylalanine methyl ester). Isolated yield 69.9%. As a reaction SMILES: [CH2:1]([O:8][C:9]([NH:11][C@@H:12]1[C:17](=[O:18])[O:16][C:14](=[O:15])[CH2:13]1)=[O:10])[C:2]1[CH:7]=[CH:6][CH:5]=[CH:4][CH:3]=1.S(O)(O)(=O)=O.[CH3:24][O:25][C:26](=[O:36])[C@H:27]([CH2:29][C:30]1[CH:35]=[CH:34][CH:33]=[CH:32][CH:31]=1)[NH2:28].C(=O)([O-])[O-].[Na+].[Na+].O>C(O)(=O)C>[CH3:24][O:25][C:26](=[O:36])[C@H:27]([CH2:29][C:30]1[CH:35]=[CH:34][CH:33]=[CH:32][CH:31]=1)[NH:28][C:17](=[O:18])[C@H:12]([CH2:13][C:14](=[O:15])[OH:16])[NH:11][C:9]([O:8][CH2:1][C:2]1[CH:7]=[CH:6][CH:5]=[CH:4][CH:3]=1)=[O:10] |f:1.2,3.4.5|. Reported procedure: In 100.4 g of acetic acid, 25.1 g (0.1 mole) of N-benzyloxycarbonyl-L-aspartic anhydride was suspended and 27.7 g (0.1 mole) of L-phenylalanine methyl ester sulfate was added at 10°-15° C. Successively 11.1 g (0.105 mole) of sodium carbonate was added at the same temperature. The reaction was carried out for 4 hours with stirring at the same temperature. Thereafter 75.3 g of water was added and cooled to 0°-5° C. Precipitated crystals were filtered, washed and dried. Crystals of N-benzyloxycarbo...